Dataset: the Open Reaction Database (ORD), a public repository of structured organic reaction records. Task: describe an organic reaction: reactants, conditions, products, and yield The reactants are COC(=O)c1ccc2c(c1)N(S(=O)(=O)c1cc(Cl)ccc1OC)CCO2, CO, [Na+], C1CCOC1, [OH-]. Product: COc1ccc(Cl)cc1S(=O)(=O)N1CCOc2ccc(C(=O)O)cc21. Reaction SMILES: [CH3:1][O:2][C:3](=[O:4])[c:5]1[cH:6][cH:7][c:8]2[c:9]([cH:26]1)[N:10]([S:14](=[O:15])(=[O:16])[c:17]1[c:18]([O:24][CH3:25])[cH:19][cH:20][c:21]([Cl:23])[cH:22]1)[CH2:11][CH2:12][O:13]2.[CH3:34][OH:35].[Na+:28].[O:29]1[CH2:30][CH2:31][CH2:32][CH2:33]1.[OH-:27]>>[O:2]=[C:3]([OH:4])[c:5]1[cH:6][cH:7][c:8]2[c:9]([cH:26]1)[N:10]([S:14](=[O:15])(=[O:16])[c:17]1[c:18]([O:24][CH3:25])[cH:19][cH:20][c:21]([Cl:23])[cH:22]1)[CH2:11][CH2:12][O:13]2. Reactants: O=C([O-])[O-], COS(=O)(=O)OC, CN(C)C=O, [Cs+], [Cs+], CCC(=O)C1=C(O)C(=O)N(Cc2ccc(OC)cc2)CC1. Yields the product CCC(=O)C1=C(OC)C(=O)N(Cc2ccc(OC)cc2)CC1. As a reaction SMILES: [C:22](=[O:23])([O-:24])[O-:25].[CH3:28][O:29][S:30]([O:31][CH3:32])(=[O:33])=[O:34].[CH3:35][N:36]([CH3:37])[CH:38]=[O:39].[Cs+:26].[Cs+:27].[OH:1][C:2]1=[C:7]([C:8]([CH2:9][CH3:10])=[O:11])[CH2:6][CH2:5][N:4]([CH2:12][c:13]2[cH:14][cH:15][c:16]([O:19][CH3:20])[cH:17][cH:18]2)[C:3]1=[O:21]>>[O:1]([C:2]1=[C:7]([C:8]([CH2:9][CH3:10])=[O:11])[CH2:6][CH2:5][N:4]([CH2:12][c:13]2[cH:14][cH:15][c:16]([O:19][CH3:20])[cH:17][cH:18]2)[C:3]1=[O:21])[CH3:22].